Dataset: the Open Reaction Database (ORD), a public repository of structured organic reaction records. Task: describe an organic reaction: reactants, conditions, products, and yield Starting materials: N1(CCCC1)CCCOC1=CC=C(C=C1)C1(CCOCC1)CO ({4-[4-(3-pyrrolidin-1-ylpropoxy)phenyl]tetrahydro-2H-pyran-4-yl}methanol), BrC1=CC=NC=C1 (4-bromopyridine). The product is N1(CCCC1)CCCOC1=CC=C(C=C1)C1(CCOCC1)COC1=CC=NC=C1 (4-({4-[4-(3-pyrrolidin-1-ylpropoxy)phenyl]tetrahydro-2H-pyran-4-yl}methoxy)pyridine). Isolated yield 60.0%. As a reaction SMILES: [N:1]1([CH2:6][CH2:7][CH2:8][O:9][C:10]2[CH:15]=[CH:14][C:13]([C:16]3([CH2:22][OH:23])[CH2:21][CH2:20][O:19][CH2:18][CH2:17]3)=[CH:12][CH:11]=2)[CH2:5][CH2:4][CH2:3][CH2:2]1.Br[C:25]1[CH:30]=[CH:29][N:28]=[CH:27][CH:26]=1>>[N:1]1([CH2:6][CH2:7][CH2:8][O:9][C:10]2[CH:15]=[CH:14][C:13]([C:16]3([CH2:22][O:23][C:25]4[CH:30]=[CH:29][N:28]=[CH:27][CH:26]=4)[CH2:17][CH2:18][O:19][CH2:20][CH2:21]3)=[CH:12][CH:11]=2)[CH2:5][CH2:4][CH2:3][CH2:2]1. Procedure details: The title compound (75 mg, 60%) was prepared from {4-[4-(3-pyrrolidin-1-ylpropoxy)phenyl]tetrahydro-2H-pyran-4-yl}methanol and 4-bromopyridine similarly to the procedure used for example 152. 1H NMR (400 MHz, CDCl3) δ 1.76-1.82 (m, 4H), 1.98-2.04 (m, 2H), 2.12-2.17 (m, 4H), 2.49-2.58 (m, 4H), 2.61-2.66 (m, 2H), 3.54-3.60 (m, 2H), 3.81-3.85 (m, 2H), 3.87 (s, 2H), 4.03 (t, 2H), 6.71 (d, 2H), 6.91 (d, 2H), 7.29 (d, 2H), 8.36 (d, 2H). HRMS ESI+ m/z 397.2479 [MH]+. Product: COC=1C=C(C=NC1)N1C(C2(C3=CC=CC=C13)COC=1C2=CC2=C(OCO2)C1)=O (1′-(5-methoxypyridin-3-yl)spiro[furo[2,3-f][1,3]benzodioxole-7,3′-indol]-2′(1′H)-one). Solvent: ClCCl (dichloromethane), O1CCOCC1 (1,4-dioxane). Reactants: N1C(C2(C3=CC=CC=C13)COC=1C2=CC2=C(OCO2)C1)=O (spiro[furo[2,3-f][1,3]benzodioxole-7,3′-indol]-2′(1′H)-one), BrC=1C=NC=C(C1)OC (3-bromo-5-methoxypyridine), CC1(C2=CC=CC(=C2OC=2C(=CC=CC12)P(C1=CC=CC=C1)C1=CC=CC=C1)P(C1=CC=CC=C1)C1=CC=CC=C1)C (9,9-dimethyl-4,5-bis(diphenylphosphino)xanthene), C([O-])([O-])=O.[Cs+].[Cs+] (cesium carbonate). Procedure: A 10 mL pressure tube was charged with spiro[furo[2,3-f][1,3]benzodioxole-7,3′-indol]-2′(1′H)-one (0.28 g, 1.0 mmol), 3-bromo-5-methoxypyridine (0.26 g, 1.4 mmol), palladium (II) acetate (0.038 g, 0.2 mmol), 9,9-dimethyl-4,5-bis(diphenylphosphino)xanthene (0.14 g, 0.24 mmol), cesium carbonate (0.46 g, 1.4 mmol) and 1,4-dioxane (1.2 mL). The reaction mixture was heated at 100° C. for 25 min under microwave irradiation and allowed to cool to ambient temperature. The mixture was diluted with dichlo... As a reaction SMILES: [NH:1]1[C:9]2[C:4](=[CH:5][CH:6]=[CH:7][CH:8]=2)[C:3]2([C:13]3=[CH:14][C:15]4[O:19][CH2:18][O:17][C:16]=4[CH:20]=[C:12]3[O:11][CH2:10]2)[C:2]1=[O:21].Br[C:23]1[CH:24]=[N:25][CH:26]=[C:27]([O:29][CH3:30])[CH:28]=1.CC1(C)C2C=CC=C(P(C3C=CC=CC=3)C3C=CC=CC=3)C=2OC2C1=CC=CC=2P(C1C=CC=CC=1)C1C=CC=CC=1.C(=O)([O-])[O-].[Cs+].[Cs+]>ClCCl.C([O-])(=O)C.[Pd+2].C([O-])(=O)C.O1CCOCC1>[CH3:30][O:29][C:27]1[CH:28]=[C:23]([N:1]2[C:9]3[C:4](=[CH:5][CH:6]=[CH:7][CH:8]=3)[C:3]3([C:13]4=[CH:14][C:15]5[O:19][CH2:18][O:17][C:16]=5[CH:20]=[C:12]4[O:11][CH2:10]3)[C:2]2=[O:21])[CH:24]=[N:25][CH:26]=1 |f:3.4.5,7.8.9|. Yield: 25.0%. Conditions: temperature 100 celsius. Reagents/catalysts: C(C)(=O)[O-].[Pd+2].C(C)(=O)[O-] (palladium (II) acetate). Starting materials: NC1CN(CC1)C1=NC(=C(C(=O)CC(=O)OCC)C=C1F)NC1=C(C=C(C=C1)F)F (ethyl 2-[6-(3-amino-1-pyrroldinyl)-2-(2,4-difluorophenylamino)-5-fluoronicotinoyl]acetate), C(C)(=O)OC(C)=O (acetic anhydride), O (water), C(C)(C)OC(C)C (diisopropyl ether). Run in C(Cl)(Cl)Cl (chloroform), C(Cl)(Cl)Cl (chloroform). Product: C(C)(=O)NC1CN(CC1)C1=NC(=C(C(=O)CC(=O)OCC)C=C1F)NC1=C(C=C(C=C1)F)F (ethyl 2-[6-(3-acetylamino-1-pyrrolidinyl)-2-(2,4-difluorophenylamino)-5-fluoronicotinoyl]acetate). The yield is 72.8%. RXN SMILES: [NH2:1][CH:2]1[CH2:6][CH2:5][N:4]([C:7]2[C:20]([F:21])=[CH:19][C:10]([C:11]([CH2:13][C:14]([O:16][CH2:17][CH3:18])=[O:15])=[O:12])=[C:9]([NH:22][C:23]3[CH:28]=[CH:27][C:26]([F:29])=[CH:25][C:24]=3[F:30])[N:8]=2)[CH2:3]1.[C:31](OC(=O)C)(=[O:33])[CH3:32].O.C(OC(C)C)(C)C>C(Cl)(Cl)Cl>[C:31]([NH:1][CH:2]1[CH2:6][CH2:5][N:4]([C:7]2[C:20]([F:21])=[CH:19][C:10]([C:11]([CH2:13][C:14]([O:16][CH2:17][CH3:18])=[O:15])=[O:12])=[C:9]([NH:22][C:23]3[CH:28]=[CH:27][C:26]([F:29])=[CH:25][C:24]=3[F:30])[N:8]=2)[CH2:3]1)(=[O:33])[CH3:32]. Procedure details: In 1 ml of chloroform was dissolved 100 mg of ethyl 2-[6-(3-amino-1-pyrroldinyl)-2-(2,4-difluorophenylamino)-5-fluoronicotinoyl]acetate, and 26 mg of acetic anhydride was added thereto, after which the resulting mixture was subjected to reaction at room temperature for 30 minutes. Subsequently, the reaction mixture was added to a mixture of 1 ml of water and 1 ml of chloroform, and the organic layer was separated, washed successively with 1 ml of water and 1 ml of saturated aqueous sodium chlori... The reactants are BrB(Br)Br, COc1cc2cc(Br)cnc2c(C)c1F, CO, ClCCl. Yields the product Cc1c(F)c(O)cc2cc(Br)cnc12. As a reaction SMILES: [B:1]([Br:2])([Br:3])[Br:4].[Br:5][c:6]1[cH:7][n:8][c:9]2[c:10]([CH3:19])[c:11]([F:18])[c:12]([O:16][CH3:17])[cH:13][c:14]2[cH:15]1.[CH3:20][OH:21].[Cl:22][CH2:23][Cl:24]>>[Br:5][c:6]1[cH:7][n:8][c:9]2[c:10]([CH3:19])[c:11]([F:18])[c:12]([OH:16])[cH:13][c:14]2[cH:15]1. Starting materials: FC1=C(C=CC(=C1F)OCCCCCCCC)B(O)O (2,3-difluro-4-octoxyphenylboronic acid), C(C)(C)OB(OC(C)C)OC(C)C (tri-isopropylborate), BrC1=CC=C(C=C1)C1=CC(=C(C=C1)OCCCCCCCC)F (4'bromo-3-fluoro-4-octoxybiphenyl), C(CCC)[Li] (n-butyllithium). Yields the product FC=1C=C(C=CC1OCCCCCCCC)C1=CC=C(C=C1)B(O)O (3-fluoro-4-octoxybiphenyl-4'-yl-boronic acid). RXN SMILES: FC1C(F)=C(OCCCCCCCC)C=CC=1[B:18]([OH:20])[OH:19].Br[C:22]1[CH:27]=[CH:26][C:25]([C:28]2[CH:33]=[CH:32][C:31]([O:34][CH2:35][CH2:36][CH2:37][CH2:38][CH2:39][CH2:40][CH2:41][CH3:42])=[C:30]([F:43])[CH:29]=2)=[CH:24][CH:23]=1.C([Li])CCC.C(OB(OC(C)C)OC(C)C)(C)C>>[F:43][C:30]1[CH:29]=[C:28]([C:25]2[CH:26]=[CH:27][C:22]([B:18]([OH:20])[OH:19])=[CH:23][CH:24]=2)[CH:33]=[CH:32][C:31]=1[O:34][CH2:35][CH2:36][CH2:37][CH2:38][CH2:39][CH2:40][CH2:41][CH3:42]. Procedure: This was prepared using a similar method to that described for compound 5. Quantities: 4'bromo-3-fluoro-4-octoxybiphenyl (4.95 g, 0.013 mol), n-butyllithium (5 ml, 2.5M/hexane, 0.013 mol), tri-isopropylborate (4.7 g, 0.026 mol). Starting materials: [N+](=O)([O-])C1=C(C=CC=C1)C1C2=C(NC(=C1C(=O)OCC)C)COC2=O (ethyl 4-(2-nitrophenyl)-2-methyl-5-oxo-1,4,5,7-tetrahydrofuro[3,4-b]pyridine-3-carboxylate). Reagents/catalysts: [Ni] (Raney nickel). The solvent is O1CCCC1 (tetrahydrofuran). Run at time 1.5 hour. The product is NC1=C(C=CC=C1)C1C2=C(NC(=C1C(=O)OCC)C)COC2=O (Ethyl 4-(2-aminophenyl)-2-methyl-5-oxo-1,4,5,7-tetrahydrofuro[3,4-b]pyridine-3-carboxylate). Yield: 56.0%. As a reaction SMILES: [N+:1]([C:4]1[CH:9]=[CH:8][CH:7]=[CH:6][C:5]=1[CH:10]1[C:15]([C:16]([O:18][CH2:19][CH3:20])=[O:17])=[C:14]([CH3:21])[NH:13][C:12]2[CH2:22][O:23][C:24](=[O:25])[C:11]1=2)([O-])=O>O1CCCC1.[Ni]>[NH2:1][C:4]1[CH:9]=[CH:8][CH:7]=[CH:6][C:5]=1[CH:10]1[C:15]([C:16]([O:18][CH2:19][CH3:20])=[O:17])=[C:14]([CH3:21])[NH:13][C:12]2[CH2:22][O:23][C:24](=[O:25])[C:11]1=2. Procedure: 58 mmol of ethyl 4-(2-nitrophenyl)-2-methyl-5-oxo-1,4,5,7-tetrahydrofuro[3,4-b]pyridine-3-carboxylate are dissolved in 200 ml of tetrahydrofuran, and 2 g of Raney nickel are added. Hydrogenation is carried out under a pressure of 50 bar of H2 for 1.5 h. The solution is evaporated, and dilute hydrochloric acid is added and the product is filtered off with suction and dried. Yield: 56% of theory Reactants: C(C1=CC=CC=C1)(=O)NC1=CC=C(C=C1)C1=CC=C2CN(C(C2=C1)=O)[C@H](C(=O)OC)C(C)C ((S)-Methyl 2-(6-(4-benzamidophenyl)-1-oxoisoindolin-2-yl)-3-methylbutanoate), NC1=CC=C(C=C1)C1=CC=C2CN(C(C2=C1)=O)[C@H](C(=O)OC)C(C)C ((S)-Methyl 2-(6-(4-aminophenyl)-1-oxoisoindolin-2-yl)-3-methylbutanoate), CC1(C=2C=CC(=CC2C(CC1)(C)C)C(=O)Cl)C (5,5,8,8-tetramethyl-5,6,7,8-tetra hydronaphthalene-2-carbonyl chloride). The product is CC([C@@H](C(=O)OC)N1C(C2=CC(=CC=C2C1)C1=CC=C(C=C1)NC(=O)C1=CC=2C(CCC(C2C=C1)(C)C)(C)C)=O)C ((S)-Methyl 3-methyl-2-(1-oxo-6-(4-(5,5,8,8-tetramethyl-5,6,7,8-tetrahydro naphthalene-2-carboxamido)phenyl)isoindolin-2-yl)butanoate). Isolated yield 76.0%. As a reaction SMILES: [C:1]([NH:9][C:10]1[CH:15]=[CH:14][C:13]([C:16]2[CH:24]=[C:23]3[C:19]([CH2:20][N:21]([C@@H:26]([CH:31]([CH3:33])[CH3:32])[C:27]([O:29][CH3:30])=[O:28])[C:22]3=[O:25])=[CH:18][CH:17]=2)=[CH:12][CH:11]=1)(=[O:8])[C:2]1[CH:7]=[CH:6][CH:5]=[CH:4][CH:3]=1.NC1C=[CH:39][C:38]([C:41]2[CH:49]=[C:48]3[C:44](CN([C@@H](C(C)C)C(OC)=O)[C:47]3=O)=CC=2)=[CH:37]C=1.CC1(C)CCC(C)(C)C2C=C(C(Cl)=O)C=CC1=2>>[CH3:32][CH:31]([CH3:33])[C@H:26]([N:21]1[CH2:20][C:19]2[C:23](=[CH:24][C:16]([C:13]3[CH:12]=[CH:11][C:10]([NH:9][C:1]([C:2]4[CH:3]=[CH:4][C:5]5[C:48]([CH3:44])([CH3:47])[CH2:49][CH2:41][C:38]([CH3:39])([CH3:37])[C:6]=5[CH:7]=4)=[O:8])=[CH:15][CH:14]=3)=[CH:17][CH:18]=2)[C:22]1=[O:25])[C:27]([O:29][CH3:30])=[O:28]. Reported procedure: The compound of example 175 was prepared analogous to compound of example 97 by reaction of compound of example 6 with 5,5,8,8-tetramethyl-5,6,7,8-tetra hydronaphthalene-2-carbonyl chloride. The reactants are C(C)(C)(C)OC(=O)N1CCN(CC1)CC1=CC=C(C=C1)C1=CC2=C(N=CN=C2N[C@H](C)C2=CC=CC=C2)N1 (4-{4-[4-((R)-1-Phenyl-ethylamino)-7H-pyrrolo[2,3-d]pyrimidin-6-yl]-benzyl}-piperazine-1-carboxylic acid tert-butyl ester), Cl (hydrochloric acid). Solvent: O1CCOCC1 (dioxane), O1CCOCC1 (dioxane), CO (methanol). Conditions: temperature 55 celsius, time 1 hour. Yields the product C1(=CC=CC=C1)[C@@H](C)NC=1C2=C(N=CN1)NC(=C2)C2=CC=C(C=C2)CN2CCNCC2 (((R)-1-Phenyl-ethyl)-[6-(4-piperazin-1-ylmethyl-phenyl)-7H-pyrrolo[2,3-d]pyrimidin-4-yl]-amine). RXN SMILES: C(OC([N:8]1[CH2:13][CH2:12][N:11]([CH2:14][C:15]2[CH:20]=[CH:19][C:18]([C:21]3[NH:38][C:24]4[N:25]=[CH:26][N:27]=[C:28]([NH:29][C@@H:30]([C:32]5[CH:37]=[CH:36][CH:35]=[CH:34][CH:33]=5)[CH3:31])[C:23]=4[CH:22]=3)=[CH:17][CH:16]=2)[CH2:10][CH2:9]1)=O)(C)(C)C.Cl>O1CCOCC1.CO>[C:32]1([C@H:30]([NH:29][C:28]2[C:23]3[CH:22]=[C:21]([C:18]4[CH:19]=[CH:20][C:15]([CH2:14][N:11]5[CH2:10][CH2:9][NH:8][CH2:13][CH2:12]5)=[CH:16][CH:17]=4)[NH:38][C:24]=3[N:25]=[CH:26][N:27]=2)[CH3:31])[CH:37]=[CH:36][CH:35]=[CH:34][CH:33]=1. Procedure details: 4-{4-[4-((R)-1-Phenyl-ethylamino)-7H-pyrrolo[2,3-d]pyrimidin-6-yl]-benzyl}-piperazine-1-carboxylic acid tert-butyl ester (1.8 g, 3.5 mmol) is dissolved in 150 mL of dioxane by gentle warming. To this solution is added a solution of 4 N hydrochloric acid in dioxane (Aldrich, Buchs, Switzerland) (5 mL, 20 mmol) and the mixture stirred at 50 to 60° C. for 1 hour. The resulting suspension is diluted with 75 mL of methanol and stirred for 1 additional hour under reflux after which the mixture is cool...